This data is from the Open Reaction Database (ORD), a public repository of structured organic reaction records. The task is: describe an organic reaction: reactants, conditions, products, and yield Reactants: ClC1=CC=C2C(=CN(C2=C1)CC(=O)O)C(=O)N1CCC(CC1)C1=CC=CC=2CCOC21 ({6-chloro-3-[4-(2,3-dihydro-benzofuran-7-yl)-piperidine-1-carbonyl]-indol-1-yl}-acetic acid), N (ammonia). Solvent: C1CCOC1 (THF). The product is ClC1=CC=C2C(=CN(C2=C1)CC(=O)N)C(=O)N1CCC(CC1)C1=CC=CC=2CCOC21 (2-{6-Chloro-3-[4-(2,3-dihydro-benzofuran-7-yl)-piperidine-1-carbonyl]-indol-1-yl}-acetamide). As a reaction SMILES: [Cl:1][C:2]1[CH:10]=[C:9]2[C:5]([C:6]([C:15]([N:17]3[CH2:22][CH2:21][CH:20]([C:23]4[C:31]5[O:30][CH2:29][CH2:28][C:27]=5[CH:26]=[CH:25][CH:24]=4)[CH2:19][CH2:18]3)=[O:16])=[CH:7][N:8]2[CH2:11][C:12](O)=[O:13])=[CH:4][CH:3]=1.[NH3:32]>C1COCC1>[Cl:1][C:2]1[CH:10]=[C:9]2[C:5]([C:6]([C:15]([N:17]3[CH2:22][CH2:21][CH:20]([C:23]4[C:31]5[O:30][CH2:29][CH2:28][C:27]=5[CH:26]=[CH:25][CH:24]=4)[CH2:19][CH2:18]3)=[O:16])=[CH:7][N:8]2[CH2:11][C:12]([NH2:32])=[O:13])=[CH:4][CH:3]=1. Procedure: Analogous to general procedure I, the coupling of {6-chloro-3-[4-(2,3-dihydro-benzofuran-7-yl)-piperidine-1-carbonyl]-indol-1-yl}-acetic acid (prepared herein) with (commercially available) ammonia in THF, gave the title compound. Reactants: Cl (HCl), Cl.CN(C/C=C/C(=O)OCC)C ((E)-ethyl 4-(dimethylamino)but-2-enoate hydrochloride), CCO (EtOH). The solvent is O (water). Reaction conditions: temperature 45 celsius, time 2 hour. The product is Cl.CN(C/C=C/C(=O)O)C ((E)-4-(dimethylamino) but-2-enoic acid hydrochloride). Isolated yield 70.0%. Reaction SMILES: [ClH:1].[CH3:2][N:3]([CH3:12])[CH2:4]/[CH:5]=[CH:6]/[C:7]([O:9]CC)=[O:8].Cl.CCO>O>[ClH:1].[CH3:2][N:3]([CH3:12])[CH2:4]/[CH:5]=[CH:6]/[C:7]([OH:9])=[O:8] |f:0.1,5.6|. Procedure details: (E)-ethyl 4-(dimethylamino)but-2-enoate hydrochloride (20 g, 0.103 mol) was dissolved in water (102 mL) in 250 mL two-neck flask, and then conc. HCl (2.6 mL) was added therein. After refluxing the reaction mixture for 3 hours, the temperature of the reaction mixture was reduced to room temperature. EtOH formed in the reaction was eliminated by distillation under reduced pressure, and then water (34 mL) was added therein. After adding conc. HCl (1.3 mL) therein again, the reaction mixture was ref... Starting materials: CCCC(CCC)C(=O)O, O=C(Cl)C(=O)Cl, ClCCl, Cl, C=[N+]=[N-], CN(C)C=O, C1COCCO1. Product: CCCC(CCC)C(=O)CCl. RXN SMILES: [CH3:1][CH2:2][CH2:3][CH:4]([CH2:5][CH2:6][CH3:7])[C:8]([OH:9])=[O:10].[Cl:16][C:17]([C:18]([Cl:19])=[O:20])=[O:21].[Cl:32][CH2:33][Cl:34].[ClH:25].[N+:22](=[CH2:23])=[N-:24].[O:11]=[CH:12][N:13]([CH3:14])[CH3:15].[O:26]1[CH2:27][CH2:28][O:29][CH2:30][CH2:31]1>>[CH3:1][CH2:2][CH2:3][CH:4]([CH2:5][CH2:6][CH3:7])[C:8](=[O:10])[CH2:17][Cl:16]. Reactants: CS(=O)(=O)OCC=1C(=NSC1C(F)(F)F)C1=CC=C(C=C1)CC ([3-(4-ethylphenyl)-5-(trifluoromethyl)-1,2-thiazol-4-yl]methyl methanesulfonate), FC=1C=C(C=C(C1O)F)CCC(=O)OC(C)(C)C (tert-butyl 3-(3,5-difluoro-4-hydroxyphenyl)propanoate), C([O-])([O-])=O.[K+].[K+] (potassium carbonate). Run in CN(C=O)C (N,N-dimethylformamide). Run at temperature 25 celsius, time 8 hour. The product is C(C)C1=CC=C(C=C1)C1=NSC(=C1COC1=C(C=C(C=C1F)CCC(=O)OC(C)(C)C)F)C(F)(F)F (Tert-butyl 3-(4-[[3-(4-ethylphenyl)-5-(trifluoromethyl)-1,2-thiazol-4-yl]methoxy]-3,5-difluorophenyl)propanoate). RXN SMILES: CS([O:5][CH2:6][C:7]1[C:8]([C:16]2[CH:21]=[CH:20][C:19]([CH2:22][CH3:23])=[CH:18][CH:17]=2)=[N:9][S:10][C:11]=1[C:12]([F:15])([F:14])[F:13])(=O)=O.[F:24][C:25]1[CH:26]=[C:27]([CH2:33][CH2:34][C:35]([O:37][C:38]([CH3:41])([CH3:40])[CH3:39])=[O:36])[CH:28]=[C:29]([F:32])[C:30]=1O.C(=O)([O-])[O-].[K+].[K+]>CN(C)C=O>[CH2:22]([C:19]1[CH:20]=[CH:21][C:16]([C:8]2[C:7]([CH2:6][O:5][C:30]3[C:29]([F:32])=[CH:28][C:27]([CH2:33][CH2:34][C:35]([O:37][C:38]([CH3:40])([CH3:39])[CH3:41])=[O:36])=[CH:26][C:25]=3[F:24])=[C:11]([C:12]([F:15])([F:14])[F:13])[S:10][N:9]=2)=[CH:17][CH:18]=1)[CH3:23] |f:2.3.4|. Procedure details: Into a 100-mL round-bottom flask, was placed [3-(4-ethylphenyl)-5-(trifluoromethyl)-1,2-thiazol-4-yl]methyl methanesulfonate (445 mg, 1.22 mmol, 1.00 equiv), tert-butyl 3-(3,5-difluoro-4-hydroxyphenyl)propanoate (prepared according to PCT Application WO2010/048207A2) (378 mg, 1.46 mmol, 1.20 equiv), potassium carbonate (542 mg, 3.92 mmol, 3.22 equiv), N,N-dimethylformamide (10.0 mL). The resulting solution was stirred overnight at 25° C. The reaction progress was monitored by LCMS. The reaction ... Reactants: CCOC(=O)c1csc(Nc2cnc(CNC(=O)OC(C)(C)C)c3c(OC)cc(OC)cc23)n1, ClCCl, Cl, C1COCCO1. Product: CCOC(=O)c1csc(Nc2cnc(CN)c3c(OC)cc(OC)cc23)n1, Cl. Reaction SMILES: [CH2:1]([CH3:2])[O:3][C:4](=[O:5])[c:6]1[n:7][c:8]([NH:11][c:12]2[cH:13][n:14][c:15]([CH2:26][NH:27][C:28]([O:29][C:30]([CH3:31])([CH3:32])[CH3:33])=[O:34])[c:16]3[c:17]([O:24][CH3:25])[cH:18][c:19]([O:22][CH3:23])[cH:20][c:21]23)[s:9][cH:10]1.[Cl:36][CH2:37][Cl:38].[ClH:35].[O:39]1[CH2:40][CH2:41][O:42][CH2:43][CH2:44]1>>[CH2:1]([CH3:2])[O:3][C:4](=[O:5])[c:6]1[n:7][c:8]([NH:11][c:12]2[cH:13][n:14][c:15]([CH2:26][NH2:27])[c:16]3[c:17]([O:24][CH3:25])[cH:18][c:19]([O:22][CH3:23])[cH:20][c:21]23)[s:9][cH:10]1.[ClH:35]. Reactants: [Cl-].[NH4+] (ammonium chloride), C(C)OC(C#N)=C (ethoxy-acrylonitrile), C1(=CC=CC=C1)C (toluene), C[Si](C)(C)C#N (trimethylsilyl cyanide), [H-] (hydride), C1(=CC=CC=C1)C (toluene). Run in O (water). Reaction conditions: temperature -50 celsius, time 45 minute. The product is NC(C#N)CC(OCC)C#N (2-amino-4-cyano-4-ethoxy-butyronitrile). As a reaction SMILES: [CH2:1]([O:3][C:4](=[CH2:7])[C:5]#[N:6])[CH3:2].[H-].C[Si]([C:13]#[N:14])(C)C.[Cl-].[NH4+:16].[C:17]1(C)C=CC=CC=1>O>[NH2:16][CH:17]([CH2:7][CH:4]([C:5]#[N:6])[O:3][CH2:1][CH3:2])[C:13]#[N:14] |f:3.4|. Reported procedure: 51.5 millimoles of ethoxy-acrylonitrile are dissolved in 10 ml of anhydrous toluene at 60° C. under an argon atmosphere.77.25 millimole of a toluene solution 1.5M of diisobutyauminum hydride (51.5 ml) are added, dropwise, at -60° C. After stirring at this temperature for 45minutes, 7.7 m (.1 eq) of trimethylsilyl cyanide are added to the reaction mixture at -50° C. The latter is maintained at -50° C. for 3 hours while stirring, then hydrolyzed by ammonium chloride then water. After purification ...